Dataset: the Open Reaction Database (ORD), a public repository of structured organic reaction records. Task: describe an organic reaction: reactants, conditions, products, and yield Product: C(C)OP(=O)(CC1=CC=CC=C1)C(OCC)OCC (diethoxymethyl(benzyl)phosphinic acid ethyl ester). As a reaction SMILES: [CH2:1]([O:3][PH:4]([CH:6]([O:10][CH2:11][CH3:12])[O:7][CH2:8][CH3:9])=[O:5])[CH3:2].[H-].[Na+].[CH2:15](Br)[C:16]1[CH:21]=[CH:20][CH:19]=[CH:18][CH:17]=1.O>O1CCCC1>[CH2:1]([O:3][P:4]([CH:6]([O:10][CH2:11][CH3:12])[O:7][CH2:8][CH3:9])([CH2:15][C:16]1[CH:21]=[CH:20][CH:19]=[CH:18][CH:17]=1)=[O:5])[CH3:2] |f:1.2|. Procedure details: A solution of diethoxymethylphosphinic acid ethyl ester is added within a period of 90 minutes, under argon, to a suspension of 13.2 g of 99% sodium hydride in 500 ml of tetrahydrofuran, the temperature being maintained at 20°. The reaction is exothermic and is accompanied by the evolution of gas. The mixture is then stirred for 90 minutes, and 85.5 g of benzyl bromide are then added within a period of 20 minutes. The mixture is then stirred at room temperature for 24 hours and cooled to 0°, and... Run in O1CCCC1 (tetrahydrofuran). Conditions: time 90 minute. Reactants: O (water), C(C)OP(=O)C(OCC)OCC (diethoxymethylphosphinic acid ethyl ester), [H-].[Na+] (sodium hydride), C(C1=CC=CC=C1)Br (benzyl bromide). The reactants are [BH4-].[Na+] (NaBH4), O1CCC2=C1C(=CC=C2)C=O (2,3-Dihydro-benzofuran-7-carbaldehyde), [Cl-].[NH4+] (ammonium chloride). The solvent is CO (MeOH), CCOCC (ether). Run at temperature 0 celsius, time 30 minute. Yields the product O1CCC2=C1C(=CC=C2)CO ((2,3-Dihydro-benzofuran-7-yl)-methanol). RXN SMILES: [O:1]1[C:5]2[C:6]([CH:10]=[O:11])=[CH:7][CH:8]=[CH:9][C:4]=2[CH2:3][CH2:2]1.[BH4-].[Na+].[Cl-].[NH4+]>CCOCC.CO>[O:1]1[C:5]2[C:6]([CH2:10][OH:11])=[CH:7][CH:8]=[CH:9][C:4]=2[CH2:3][CH2:2]1 |f:1.2,3.4|. Procedure: 2,3-Dihydro-benzofuran-7-carbaldehyde (1.50 g, 10.20 mmol) was dissolved in ether, then cooled to 0° C., NaBH4 (400 mg, 10.57 mmol) in MeOH (5.00 mL) was added. The resulting reaction mixture was stirred for 30 min, then saturated ammonium chloride was added. The mixture was extracted with ether, and the combined organic phases were washed with brine, then dried over magnesium sulfate and concentrated to afford the desired alcohol. The reactants are C1CCOC1, CCN(C(C)C)C(C)C, CCOC(=O)Cl, N#Cc1ccc(N)c(CO)c1. The product is N#Cc1ccc2c(c1)COC(=O)N2. Reaction SMILES: [CH2:27]1[O:28][CH2:29][CH2:30][CH2:31]1.[CH:12]([N:13]([CH2:14][CH3:15])[CH:16]([CH3:17])[CH3:18])([CH3:19])[CH3:20].[Cl:21][C:22](=[O:23])[O:24][CH2:25][CH3:26].[NH2:1][c:2]1[c:3]([CH2:10][OH:11])[cH:4][c:5]([C:6]#[N:7])[cH:8][cH:9]1>>[NH:1]1[c:2]2[c:3]([cH:4][c:5]([C:6]#[N:7])[cH:8][cH:9]2)[CH2:10][O:11][C:22]1=[O:23]. Reactants: C(C)(=O)NC1=C(C=C(C=C1)Br)C(F)(F)F (2-acetamido-5-bromobenzotrifluoride), [N+](=O)(O)[O-] (HNO3), ice water. Run in OS(=O)(=O)O (H2SO4). Conditions: temperature 0 celsius, time 0.5 hour. Product: C(C)(=O)NC1=C(C=C(C=C1[N+](=O)[O-])Br)C(F)(F)F (2-acetamido-5-bromo-3-nitrobenzotrifluoride). The yield is 90.0%. As a reaction SMILES: [C:1]([NH:4][C:5]1[CH:10]=[CH:9][C:8]([Br:11])=[CH:7][C:6]=1[C:12]([F:15])([F:14])[F:13])(=[O:3])[CH3:2].[N+:16]([O-])([OH:18])=[O:17]>OS(O)(=O)=O>[C:1]([NH:4][C:5]1[C:10]([N+:16]([O-:18])=[O:17])=[CH:9][C:8]([Br:11])=[CH:7][C:6]=1[C:12]([F:15])([F:13])[F:14])(=[O:3])[CH3:2]. Procedure: To 2-acetamido-5-bromobenzotrifluoride (665 mg, 2.436 mmol) in concentrated H2SO4 (4 mL) at 0° C. was added dropwise 70% HNO3 (0.4 mL, Baker). The mixture was stirred at 0° C. for 0.5 h, then at room temperature for 3 h and it was poured into ice water (15 g). The precipitate was collected by filtration, affording 700 mg (90%) of crude 2-acetamido-5-bromo-3-nitrobenzotrifluoride. It was crystallized from EtOH/H2O to offer 610 mg (78.8%) of pure compound as white needles. Mp: 193°-5° C., 1H NMR (...